describe an organic reaction: reactants, conditions, products, and yield From a dataset of the Open Reaction Database (ORD), a public repository of structured organic reaction records. As a reaction SMILES: [C:28](=[O:29])([O-:30])[O-:31].[CH2:1]([CH3:2])[c:3]1[cH:4][cH:5][c:6]([C:9](=[O:10])[c:11]2[c:12]([O:18][CH3:19])[n:13][c:14]([Cl:17])[cH:15][cH:16]2)[cH:7][cH:8]1.[Cl-:34].[K+:32].[K+:33].[NH2:20][CH2:21][c:22]1[cH:23][cH:24][cH:25][cH:26][cH:27]1.[NH4+:35]>>[CH2:1]([CH3:2])[c:3]1[cH:4][cH:5][c:6]([C:9](=[O:10])[c:11]2[c:12]([O:18][CH3:19])[n:13][c:14]([NH:20][CH2:21][c:22]3[cH:23][cH:24][cH:25][cH:26][cH:27]3)[cH:15][cH:16]2)[cH:7][cH:8]1. Reactants: O=C([O-])[O-], CCc1ccc(C(=O)c2ccc(Cl)nc2OC)cc1, [Cl-], [K+], [K+], NCc1ccccc1, [NH4+]. Product: CCc1ccc(C(=O)c2ccc(NCc3ccccc3)nc2OC)cc1.